This data is from the Open Reaction Database (ORD), a public repository of structured organic reaction records. The task is: describe an organic reaction: reactants, conditions, products, and yield Starting materials: CCOCCCCCC(OC(=O)c1ccc(OC(C)=O)cc1F)C(F)(F)F, CCO, NCc1ccccc1, O. Product: CCOCCCCCC(OC(=O)c1ccc(O)cc1F)C(F)(F)F. RXN SMILES: [C:1](=[O:2])([CH3:3])[O:4][c:5]1[cH:6][c:7]([F:27])[c:8]([C:11](=[O:12])[O:13][CH:14]([CH2:15][CH2:16][CH2:17][CH2:18][CH2:19][O:20][CH2:21][CH3:22])[C:23]([F:24])([F:25])[F:26])[cH:9][cH:10]1.[CH3:28][CH2:29][OH:30].[NH2:31][CH2:32][c:33]1[cH:34][cH:35][cH:36][cH:37][cH:38]1.[OH2:39]>>[OH:4][c:5]1[cH:6][c:7]([F:27])[c:8]([C:11](=[O:12])[O:13][CH:14]([CH2:15][CH2:16][CH2:17][CH2:18][CH2:19][O:20][CH2:21][CH3:22])[C:23]([F:24])([F:25])[F:26])[cH:9][cH:10]1. Starting materials: C(C1=CC=CC=C1)N1CCC(CC1)=O (1-Benzylpiperidin-4-one), [H-].[Na+] (sodium hydride), C(C1=CC=CC=C1)Br (benzyl bromide). Run in O1CCCC1 (tetrahydrofuran). Conditions: time 15 minute. Product: C(C1=CC=CC=C1)N1CC(C(CC1)=O)CC1=CC=CC=C1 (1,3-dibenzylpiperidin-4-one). Reaction SMILES: [CH2:1]([N:8]1[CH2:13][CH2:12][C:11](=[O:14])[CH2:10][CH2:9]1)[C:2]1[CH:7]=[CH:6][CH:5]=[CH:4][CH:3]=1.[H-].[Na+].[CH2:17](Br)[C:18]1[CH:23]=[CH:22][CH:21]=[CH:20][CH:19]=1>O1CCCC1>[CH2:1]([N:8]1[CH2:13][CH2:12][C:11](=[O:14])[CH:10]([CH2:17][C:18]2[CH:23]=[CH:22][CH:21]=[CH:20][CH:19]=2)[CH2:9]1)[C:2]1[CH:3]=[CH:4][CH:5]=[CH:6][CH:7]=1 |f:1.2|. Reported procedure: 1-Benzylpiperidin-4-one (10 g, 53.0 mmole) was added to the stirred suspension of sodium hydride (1.8 g, 53.0 mmole) in tetrahydrofuran (50 ml) at 10° C. The reaction mixture was stirred for 15 min, benzyl bromide (9.0 g, 53.0 mmole) was added at 10° C. The resulting mixture stirred at room temperature for 4 hr and concentrated to dryness. The residue was triturated with water, extracted with ethyl acetate, dried (Na2SO4) and concentrated to give crude product, which was purified through column ... Starting materials: CON=C1CNCC12CN(C(=O)OC(C)(C)C)C2, CC#N, O=C(O)c1cn(C2CC2)c2c(F)c(F)c(F)cc2c1=O. Product: CON=C1CN(c2c(F)cc3c(=O)c(C(=O)O)cn(C4CC4)c3c2F)CC12CN(C(=O)OC(C)(C)C)C2. As a reaction SMILES: [CH3:21][O:22][N:23]=[C:24]1[CH2:25][NH:26][CH2:27][C:28]12[CH2:29][N:30]([C:32](=[O:33])[O:34][C:35]([CH3:36])([CH3:37])[CH3:38])[CH2:31]2.[CH3:39][C:40]#[N:41].[CH:1]1([n:4]2[cH:5][c:6]([C:18](=[O:19])[OH:20])[c:7](=[O:17])[c:8]3[cH:9][c:10]([F:16])[c:11]([F:15])[c:12]([F:14])[c:13]23)[CH2:2][CH2:3]1>>[CH:1]1([n:4]2[cH:5][c:6]([C:18](=[O:19])[OH:20])[c:7](=[O:17])[c:8]3[cH:9][c:10]([F:16])[c:11]([N:26]4[CH2:25][C:24](=[N:23][O:22][CH3:21])[C:28]5([CH2:27]4)[CH2:29][N:30]([C:32](=[O:33])[O:34][C:35]([CH3:36])([CH3:37])[CH3:38])[CH2:31]5)[c:12]([F:14])[c:13]23)[CH2:2][CH2:3]1. Reactants: CC(Cl)c1cccnc1, Cc1ccc(C(=O)O)cc1S(=O)(=O)N1CCOCC1. The reagents and catalysts are O=C([O-])[O-].[Cs+].[Cs+] (cesium carbonate), [I-].[K+] (potassium iodide). Run in CN(C)C=O (DMF), CN(C)C=O (dmf), CN(C)C=O (DMF). Run at temperature 70 celsius, time 16 hour. Yields the product Cc1ccc(C(=O)OC(C)c2cccnc2)cc1S(=O)(=O)N1CCOCC1. Reactants: CC1OC(C(O1)CC(CC(=O)OC(C)(C)C)=O)=O (tert.-butyl 4-(2-methyl-5-oxo-1,3-dioxolan-4-yl)-3-oxobutanoate), Cl (hydrochloric acid). Solvent: C1(=CC=CC=C1)C (toluene), C[O-].[Na+] (sodium methoxide). Conditions: temperature 0 celsius, time 30 minute. The product is OC(C(=O)OC)CC(CC(=O)OC(C)(C)C)=O (1-methyl 6-tert.-butyl 2-hydroxy-4-oxoadipate). Yield: 89.1%. As a reaction SMILES: C[CH:2]1[O:6][CH:5]([CH2:7][C:8](=[O:17])[CH2:9][C:10]([O:12][C:13]([CH3:16])([CH3:15])[CH3:14])=[O:11])[C:4](=[O:18])[O:3]1.Cl>C1(C)C=CC=CC=1.C[O-].[Na+]>[OH:6][CH:5]([CH2:7][C:8](=[O:17])[CH2:9][C:10]([O:12][C:13]([CH3:15])([CH3:14])[CH3:16])=[O:11])[C:4]([O:3][CH3:2])=[O:18] |f:3.4|. Reported procedure: To a solution of tert.-butyl 4-(2-methyl-5-oxo-1,3-dioxolan-4-yl)-3-oxobutanoate (5.16 g, 20.0 mmol) in toluene (40.0 ml), sodium methoxide (1M in methanol) (20.5 was added at 0° C. over 10 minutes in an argon atmosphere and stirred at 0° C. for 30 minutes. After dropwise adding 1N hydrochloric acid (21.0 ml), the mixture was stirred at 0° C. for 10 minutes. After evaporating off the most of the organic solvent under reduced pressure, the mixture was extracted with ethyl acetate and washed with ... As a reaction SMILES: C[N:2]1[CH2:11][C:10]([CH3:13])([CH3:12])[C:9]2[N:8]=[CH:7][C:6]([NH:14][C:15](=[O:28])[C:16]3[CH:21]=[CH:20][C:19]([O:22][CH3:23])=[C:18]([C:24]([F:27])([F:26])[F:25])[CH:17]=3)=[CH:5][C:4]=2[CH2:3]1.[Cl:29]C(OC(Cl)C)=O.ClC([O-])=O.Cl>C(OCC)C>[ClH:29].[CH3:12][C:10]1([CH3:13])[C:9]2[N:8]=[CH:7][C:6]([NH:14][C:15](=[O:28])[C:16]3[CH:21]=[CH:20][C:19]([O:22][CH3:23])=[C:18]([C:24]([F:27])([F:26])[F:25])[CH:17]=3)=[CH:5][C:4]=2[CH2:3][NH:2][CH2:11]1 |f:5.6|. The solvent is C(C)OCC (diethyl ether), 1.2-dichloromethane, C(C)OCC (diethyl ether). The reactants are CN1CC=2C=C(C=NC2C(C1)(C)C)NC(C1=CC(=C(C=C1)OC)C(F)(F)F)=O (N-(5,6,7,8-Tetrahydro-6,8,8-trimethyl[1,6]naphthyridin-3-yl)-4-methoxy-3-trifluoromethylbenzamide), Cl (hydrogen chloride), ClC(=O)OC(C)Cl (1-chloroethyl chloroformate), ClC(=O)[O-] (chloroformate). Procedure: N-(5,6,7,8-Tetrahydro-6,8,8-trimethyl[1,6]naphthyridin-3-yl)-4-methoxy-3-trifluoromethylbenzamide (172 mg; 0.44 mmol) was suspended in 1.2-dichloromethane (30 ml) and the mixture treated with 1-chloroethyl chloroformate (62.5 mg; 47 ml; 0.44 mmol). The mixture was heated at reflux and more chloroformate added until little or no starting material remained. At this point, the volatiles were removed under reduced pressure and the residue dissolved in methanol (30 ml) and heated at reflux for 15 min... Yields the product Cl.CC1(CNCC=2C=C(C=NC12)NC(C1=CC(=C(C=C1)OC)C(F)(F)F)=O)C (N-(8,8-Dimethyl-5,6,7,8-tetrahydro[1,6]naphthyridin-3-yl)-4-methoxy-3-trifluoromethylbenzamide hydrochloride).